From a dataset of the Open Reaction Database (ORD), a public repository of structured organic reaction records. describe an organic reaction: reactants, conditions, products, and yield Reactants: CC(NC(=O)OC(C)(C)C)c1ccc(NC(=C2C(=O)Nc3ccc([N+](=O)[O-])cc32)c2ccccc2)cc1, CCOC(C)=O, Cl. The product is Cl, CC(N)c1ccc(NC(=C2C(=O)Nc3ccc([N+](=O)[O-])cc32)c2ccccc2)cc1. Reaction SMILES: [C:1]([O:2][C:3](=[O:4])[NH:8][CH:9]([CH3:10])[c:11]1[cH:12][cH:13][c:14]([NH:17][C:18]([c:19]2[cH:20][cH:21][cH:22][cH:23][cH:24]2)=[C:25]2[C:26](=[O:37])[NH:27][c:28]3[cH:29][cH:30][c:31]([N+:34](=[O:35])[O-:36])[cH:32][c:33]32)[cH:15][cH:16]1)([CH3:5])([CH3:6])[CH3:7].[C:39]([O:40][CH2:41][CH3:42])(=[O:43])[CH3:44].[ClH:38]>>[ClH:38].[NH2:8][CH:9]([CH3:10])[c:11]1[cH:12][cH:13][c:14]([NH:17][C:18]([c:19]2[cH:20][cH:21][cH:22][cH:23][cH:24]2)=[C:25]2[C:26](=[O:37])[NH:27][c:28]3[cH:29][cH:30][c:31]([N+:34](=[O:35])[O-:36])[cH:32][c:33]32)[cH:15][cH:16]1. Reactants: ClC1=NC=C(C2=C(C=CC=C12)C)C(=O)O (1-chloro-5-methylisoquinolin-4-carboxylic acid), C1(CCCCC1)N (cyclohexylamine). Yields the product ClC1=NC=C(C2=C(C=CC=C12)C)C(=O)NC1CCCCC1 (1-Chloro-N-cyclohexyl-5-methylisoquinolin-4-carboxamide). As a reaction SMILES: [Cl:1][C:2]1[C:11]2[C:6](=[C:7]([CH3:12])[CH:8]=[CH:9][CH:10]=2)[C:5]([C:13]([OH:15])=O)=[CH:4][N:3]=1.[CH:16]1([NH2:22])[CH2:21][CH2:20][CH2:19][CH2:18][CH2:17]1>>[Cl:1][C:2]1[C:11]2[C:6](=[C:7]([CH3:12])[CH:8]=[CH:9][CH:10]=2)[C:5]([C:13]([NH:22][CH:16]2[CH2:21][CH2:20][CH2:19][CH2:18][CH2:17]2)=[O:15])=[CH:4][N:3]=1. Procedure: This compound was prepared by using 1-chloro-5-methylisoquinolin-4-carboxylic acid (Intermediate-10) and cyclohexylamine by following the similar procedure as described for intermediate-11a. The reactants are ClCCNC(=O)NC1CCCC2=CC=CC=C12 (1-(2-chloroethyl)-3-(1,2,3,4-tetrahydro-1-naphthyl)urea), CC(C)([O-])C.[K+] (potassium tert-butoxide). The solvent is O1CCCC1 (tetrahydrofuran), O1CCCC1 (tetrahydrofuran). Conditions: time 8 hour. The product is C1(CCCC2=CC=CC=C12)N1C(NCC1)=O (1-(1,2,3,4-Tetrahydro-1-naphthyl)-2-imidazolidinone). Isolated yield 21.6%. As a reaction SMILES: Cl[CH2:2][CH2:3][NH:4][C:5]([NH:7][CH:8]1[C:17]2[C:12](=[CH:13][CH:14]=[CH:15][CH:16]=2)[CH2:11][CH2:10][CH2:9]1)=[O:6].CC(C)([O-])C.[K+]>O1CCCC1>[CH:8]1([N:7]2[CH2:2][CH2:3][NH:4][C:5]2=[O:6])[C:17]2[C:12](=[CH:13][CH:14]=[CH:15][CH:16]=2)[CH2:11][CH2:10][CH2:9]1 |f:1.2|. Procedure details: To a stirred solution of 3.8 grams (0.015 mole) of 1-(2-chloroethyl)-3-(1,2,3,4-tetrahydro-1-naphthyl)urea in 75 ml. dry tetrahydrofuran is added dropwise a solution of 2.25 grams (0.02 mole) of potassium tert-butoxide in 50 ml. of dry tetrahydrofuran under a nitrogen atmosphere. The reaction is then allowed to proceed at ambient temperature overnight. The mixture is then evaporated at reduced pressure. The residue is partitioned between water and ether. The ether layer is washed with water, dri... Starting materials: C(C)SC=1C(=NC=CC1)C1=NC2=C(N1C)C=CC(=C2)I (2-(3-ethylsulfanyl-pyridin-2-yl)-5-iodo-1-methyl-1H-benzimidazole), FC(C(C(=O)[O-])(F)F)(F)F.[Na+] (sodium pentafluoropropionate), C(O)([O-])=O.[Na+] (sodium hydrogen carbonate), N (ammonia). The reagents and catalysts are [Cu](I)I (copper iodide). Run in C=1(C(=CC=CC1)C)C (xylene), CN1CCCC1=O (NMP). Conditions: temperature 160 celsius, time 5 hour. The product is C(C)SC=1C(=NC=CC1)C1=NC2=C(N1C)C=CC(=C2)C(C(F)(F)F)(F)F (2-(3-ethylsulfanyl-pyridin-2-yl)-1-methyl-5-pentafluoroethyl-1H-benzimidazole). The yield is 72.0%. As a reaction SMILES: [CH2:1]([S:3][C:4]1[C:5]([C:10]2[N:14]([CH3:15])[C:13]3[CH:16]=[CH:17][C:18](I)=[CH:19][C:12]=3[N:11]=2)=[N:6][CH:7]=[CH:8][CH:9]=1)[CH3:2].[F:21][C:22]([F:30])([F:29])[C:23]([F:28])([F:27])C([O-])=O.[Na+].C(=O)([O-])O.[Na+].N>[Cu](I)I.C1(C)C(C)=CC=CC=1.CN1C(=O)CCC1>[CH2:1]([S:3][C:4]1[C:5]([C:10]2[N:14]([CH3:15])[C:13]3[CH:16]=[CH:17][C:18]([C:23]([F:28])([F:27])[C:22]([F:30])([F:29])[F:21])=[CH:19][C:12]=3[N:11]=2)=[N:6][CH:7]=[CH:8][CH:9]=1)[CH3:2] |f:1.2,3.4|. Procedure: A mixture of 2-(3-ethylsulfanyl-pyridin-2-yl)-5-iodo-1-methyl-1H-benzimidazole (340 mg), copper iodide (410 mg), sodium pentafluoropropionate (800 mg), NMP (5 ml), and xylene (5 ml) was stirred at 160° C. for 5 hours. The reaction mixture was allowed to cool to room temperature, and then saturated aqueous sodium hydrogen carbonate solution and 26% ammonia solution were poured thereto. Then, the mixture was extracted with t-butylmethyl ether. The organic layer was dried over sodium sulfate, and c... Starting materials: C1CCOC1, COC(=O)c1cc(-c2ccccc2)ccc1NC(=O)OCc1ccc(-c2ccccc2)cc1, [Li+], [OH-]. Product: O=C(Nc1ccc(-c2ccccc2)cc1C(=O)O)OCc1ccc(-c2ccccc2)cc1. Reaction SMILES: [CH2:36]1[O:37][CH2:38][CH2:39][CH2:40]1.[CH3:1][O:2][C:3](=[O:4])[c:5]1[cH:6][c:7](-[c:28]2[cH:29][cH:30][cH:31][cH:32][cH:33]2)[cH:8][cH:9][c:10]1[NH:11][C:12](=[O:13])[O:14][CH2:15][c:16]1[cH:17][cH:18][c:19](-[c:22]2[cH:23][cH:24][cH:25][cH:26][cH:27]2)[cH:20][cH:21]1.[Li+:35].[OH-:34]>>[O:2]=[C:3]([OH:4])[c:5]1[cH:6][c:7](-[c:28]2[cH:29][cH:30][cH:31][cH:32][cH:33]2)[cH:8][cH:9][c:10]1[NH:11][C:12](=[O:13])[O:14][CH2:15][c:16]1[cH:17][cH:18][c:19](-[c:22]2[cH:23][cH:24][cH:25][cH:26][cH:27]2)[cH:20][cH:21]1.